This data is from the Open Reaction Database (ORD), a public repository of structured organic reaction records. The task is: describe an organic reaction: reactants, conditions, products, and yield Starting materials: CC1=C(C=C(C=C1)C(C)=O)[N+](=O)[O-] (1-(4-methyl-3-nitrophenyl)ethanone), [NH4+].[Cl-] (NH4Cl). The reagents and catalysts are [Fe] (iron). Product: NC=1C=C(C=CC1C)C(C)=O (1-(3-amino-4-methylphenyl)ethanone). Procedure: A mixture of 1-(4-methyl-3-nitrophenyl)ethanone (5.37 g, 30 mmol), iron powder (8.4 g, 150 mmol) and NH4Cl (1.62 g, 30 mmol) in ethanol (100 mL) and water (10 mL) was heated at 80° C. overnight. The mixture was then heated at 110° C. for 5 hours and allowed to cool to room temperature. The resulting suspension was filtered and the filter cake was washed with ethanol. The filtrate was concentrated and the residue was dissolved in ethanol and filtered. The filtrate was concentrated to give 4 g of ... Reaction SMILES: [CH3:1][C:2]1[CH:7]=[CH:6][C:5]([C:8](=[O:10])[CH3:9])=[CH:4][C:3]=1[N+:11]([O-])=O.[NH4+].[Cl-]>C(O)C.O.[Fe]>[NH2:11][C:3]1[CH:4]=[C:5]([C:8](=[O:10])[CH3:9])[CH:6]=[CH:7][C:2]=1[CH3:1] |f:1.2|. The solvent is C(C)O (ethanol), O (water). Isolated yield 89.4%. Conditions: temperature 80 celsius. Reactants: ClC1=NC(=CC(=C1)SC)Cl (2,6-dichloro-4-methylthiopyridine), OC=1C=C(C=CC1)C(F)(F)F (3-hydroxybenzotrifluoride), [H-].[Na+] (sodium hydride). Product: FC(C=1C=C(OC2=NC(=CC(=C2)SC)OC2=CC(=CC=C2)C(F)(F)F)C=CC1)(F)F (2,6-di-(3-trifluoromethyl phenoxy)-4-methylthiopyridine). Yield: 85.3%. RXN SMILES: Cl[C:2]1[CH:7]=[C:6]([S:8][CH3:9])[CH:5]=[C:4](Cl)[N:3]=1.[OH:11][C:12]1[CH:13]=[C:14]([C:18]([F:21])([F:20])[F:19])[CH:15]=[CH:16][CH:17]=1.[H-].[Na+]>>[F:21][C:18]([F:19])([F:20])[C:14]1[CH:13]=[C:12]([CH:17]=[CH:16][CH:15]=1)[O:11][C:2]1[CH:7]=[C:6]([S:8][CH3:9])[CH:5]=[C:4]([O:11][C:12]2[CH:17]=[CH:16][CH:15]=[C:14]([C:18]([F:19])([F:20])[F:21])[CH:13]=2)[N:3]=1 |f:2.3|. Procedure details: A mixture of 2,6-dichloro-4-methylthiopyridine (0.97 g; 0.005 mol), 3-hydroxybenzotrifluoride (1.3 ml; 10.4 mmol) and sodium hydride (0.2 g) was reacted and worked up according to the procedure of Example 1 above to give 2,6-di-(3-trifluoromethyl phenoxy)-4-methylthiopyridine (1.9 g; 85%) Starting materials: Br.BrCCN (2-bromoethylamine hydrobromide), C[O-].[Na+] (sodium methoxide), C(C)(=O)SC(C(=O)C1=CC=CC=C1)=CN(C)C (α-acetylthio-β-dimethylaminoacrylophenone), C[O-].[Na+] (sodium methoxide). Run in C(C)O (ethanol), C(C)O (ethanol), C(C)O (ethanol), C(C)O (ethanol). Run at time 0.5 hour. The product is C1(=CC=CC=C1)C(=O)C=1SCCNC1 (5,6-Dihydro-1,4(4H)-thiazin-2-yl phenyl ketone). Reaction SMILES: [C:1]([S:4][C:5](=[CH:14][N:15]([CH3:17])C)[C:6]([C:8]1[CH:13]=[CH:12][CH:11]=[CH:10][CH:9]=1)=[O:7])(=O)C.C[O-].[Na+].Br.BrCCN>C(O)C>[C:8]1([C:6]([C:5]2[S:4][CH2:1][CH2:17][NH:15][CH:14]=2)=[O:7])[CH:9]=[CH:10][CH:11]=[CH:12][CH:13]=1 |f:1.2,3.4|. Procedure details: To a solution of 39.56 g (0.16M)α-acetylthio-β-dimethylaminoacrylophenone in 300 ml absolute ethanol stirring under nitrogen at 0° a solution of 8.64 g (0.16M) sodium methoxide in 230 ml ethanol is added dropwise over a period of 15 minutes. After complete addition, the dark red solution is stirred at 0 to -3° for 0.5 hours. To the solution stirring at -3° a solution of 32.79 g (0.16M) 2-bromoethylamine hydrobromide in 270 ml absolute ethanol is added dropwise over a period of 25 minutes. After ... Starting materials: ClC1=C(C(=C(C=C1)C(CC(CO)(O)C(F)(F)F)CC)OC)C (4-(4-chloro-3-methyl-2-methoxyphenyl)-2-(trifluoromethyl)-hexane-1,2-diol), C1(=CC=CC=C1)O (phenol), C1(=CC=CC=C1)O (phenol), ester, alcohol, [NH4+].[Cl-] (NH4Cl). The product is ClC1=C(C(=C(C=C1)C(CC(C=O)(C(F)(F)F)O)CC)OC)C (4-(4-Chloro-3-methyl-2-methoxyphenyl)-2-hydroxy-2-(trifluoromethyl)hexanal). Reaction SMILES: [Cl:1][C:2]1[CH:7]=[CH:6][C:5]([CH:8]([CH2:18][CH3:19])[CH2:9][C:10]([C:14]([F:17])([F:16])[F:15])([OH:13])[CH2:11][OH:12])=[C:4]([O:20][CH3:21])[C:3]=1[CH3:22].C1(O)C=CC=CC=1.[NH4+].[Cl-]>>[Cl:1][C:2]1[CH:7]=[CH:6][C:5]([CH:8]([CH2:18][CH3:19])[CH2:9][C:10]([OH:13])([C:14]([F:17])([F:16])[F:15])[CH:11]=[O:12])=[C:4]([O:20][CH3:21])[C:3]=1[CH3:22] |f:2.3|. Reported procedure: 1 g (2.93 mmol) of 4-(4-chloro-3-methyl-2-methoxyphenyl)-2-(trifluoromethyl)-hexane-1,2-diol (prepared in analogy to the sequence described in Example 110: acetylation of the corresponding phenol, Fries displacement of the acetyl group, etherification of the phenol, Wittig reaction, ene reaction, reduction of the ester to the alcohol) is reacted conventionally with SO3/pyridine complex. After three-hour stirring at room temperature the reaction mixture is poured onto a mixture of saturated NH4Cl... Reactants: S(=O)([O-])S(=O)[O-].[Na+].[Na+] (sodium dithionite), ON1C(C(N(C(C2=C1C=CC=C2)=O)C)C2=CC=CC=C2)=N (1-hydroxy-2-imino-4-methyl-3-phenyl-1,2,3,4-tetrahydro-5H-1,4-benzodiazepine-5-one). Run in O (water), C(C)O (ethanol). The product is NC1=NC2=C(C(N(C1C1=CC=CC=C1)C)=O)C=CC=C2 (2-amino-3,4-dihydro-4-methyl-3-phenyl-5H-1,4-benzodiazepine-5-one). RXN SMILES: S(S([O-])=O)([O-])=O.[Na+].[Na+].O[N:10]1[C:16]2[CH:17]=[CH:18][CH:19]=[CH:20][C:15]=2[C:14](=[O:21])[N:13]([CH3:22])[CH:12]([C:23]2[CH:28]=[CH:27][CH:26]=[CH:25][CH:24]=2)[C:11]1=[NH:29]>O.C(O)C>[NH2:29][C:11]1[CH:12]([C:23]2[CH:28]=[CH:27][CH:26]=[CH:25][CH:24]=2)[N:13]([CH3:22])[C:14](=[O:21])[C:15]2[CH:20]=[CH:19][CH:18]=[CH:17][C:16]=2[N:10]=1 |f:0.1.2|. Reported procedure: A slow stream of a solution of 23.00 g (0.132 m) of sodium dithionite in 300 ml of water is added to a stirred solution of 16.87 g (0.06 m) of 1-hydroxy-2-imino-4-methyl-3-phenyl-1,2,3,4-tetrahydro-5H-1,4-benzodiazepine-5-one in 700 ml of ethanol. The reaction mixture is refluxed for 2 hours and then concentrated in vacuo, to about 200 ml. The resulting solution is extracted once with chloroform. Some solid crude product, formed during this extraction, is filtered off. The aqueous layer is made ... Reactants: C1CCOC1, COC(=O)C=Cc1ccc(Br)nc1, O. Yields the product O=C(O)C=Cc1ccc(Br)nc1. As a reaction SMILES: [CH2:14]1[O:15][CH2:16][CH2:17][CH2:18]1.[CH3:1][O:2][C:3]([CH:4]=[CH:5][c:6]1[cH:7][n:8][c:9]([Br:12])[cH:10][cH:11]1)=[O:13].[OH2:19]>>[O:2]=[C:3]([CH:4]=[CH:5][c:6]1[cH:7][n:8][c:9]([Br:12])[cH:10][cH:11]1)[OH:13]. Reactants: ClP1N(P(N1C(C)(C)C)Cl)C(C)(C)C (2,4-dichloro-1,3-di-tert-butyl-1,3,2,4-diazadiphosphetidine), C(C)(C)(C)C1=C(C(=CC(=C1)C(C)(C)C)C(C)(C)C)O (2,4,6-tri-tert-butylphenol). Solvent: C(C)N(CC)CC (triethylamine). Product: C(C)(C)(C)C1=C(OP2N(P(N2C(C)(C)C)OC2=C(C=C(C=C2C(C)(C)C)C(C)(C)C)C(C)(C)C)C(C)(C)C)C(=CC(=C1)C(C)(C)C)C(C)(C)C (2,4-Di(2,4,6-tri-tert-butylphenoxy)-1,3-di-tert-butyl-1,3,2,4-diazadiphosphetidine). As a reaction SMILES: Cl[P:2]1[N:5]([C:6]([CH3:9])([CH3:8])[CH3:7])[P:4](Cl)[N:3]1[C:11]([CH3:14])([CH3:13])[CH3:12].[C:15]([C:19]1[CH:24]=[C:23]([C:25]([CH3:28])([CH3:27])[CH3:26])[CH:22]=[C:21]([C:29]([CH3:32])([CH3:31])[CH3:30])[C:20]=1[OH:33])([CH3:18])([CH3:17])[CH3:16]>C(N(CC)CC)C>[C:15]([C:19]1[CH:24]=[C:23]([C:25]([CH3:28])([CH3:27])[CH3:26])[CH:22]=[C:21]([C:29]([CH3:32])([CH3:31])[CH3:30])[C:20]=1[O:33][P:2]1[N:5]([C:6]([CH3:9])([CH3:8])[CH3:7])[P:4]([O:33][C:20]2[C:21]([C:29]([CH3:30])([CH3:31])[CH3:32])=[CH:22][C:23]([C:25]([CH3:28])([CH3:27])[CH3:26])=[CH:24][C:19]=2[C:15]([CH3:18])([CH3:17])[CH3:16])[N:3]1[C:11]([CH3:14])([CH3:13])[CH3:12])([CH3:18])([CH3:17])[CH3:16]. Procedure: The procedure of Example 1 is repeated using 2,4-dichloro-1,3-di-tert-butyl-1,3,2,4-diazadiphosphetidine, 2,4,6-tri-tert-butylphenol and triethylamine to give the title compound.